From a dataset of the Open Reaction Database (ORD), a public repository of structured organic reaction records. describe an organic reaction: reactants, conditions, products, and yield As a reaction SMILES: [Br:1][C:2]1[CH:3]=[C:4]([NH:9][C:10](=[O:19])[C:11]2[CH:16]=[CH:15][C:14]([O:17]C)=[CH:13][CH:12]=2)[C:5]([Cl:8])=[N:6][CH:7]=1.B(Br)(Br)Br>ClCCl.C(OCC)(=O)C>[Br:1][C:2]1[CH:3]=[C:4]([NH:9][C:10](=[O:19])[C:11]2[CH:16]=[CH:15][C:14]([OH:17])=[CH:13][CH:12]=2)[C:5]([Cl:8])=[N:6][CH:7]=1. Procedure: N-(5-Bromo-2-chloropyridin-3-yl)-4-methoxybenzamide (1.4 g, 81% purity, 3.32 mmol) was dissolved in 80 mL dichloromethane. A solution of boron tribromide (1M in dichloromethane, 16.6 ml, 16.6 mmol) was added dropwise and the reaction was stirred at room temperature overnight. The mixture was diluted with ethyl acetate and washed with a solution of 4% sodium bicarbonate, water, brine and dried over sodium sulphate, filtered and evaporated under reduced pressure to give 1.2 g (100% yield) of the t... Isolated yield 110.3%. Reactants: BrC=1C=C(C(=NC1)Cl)NC(C1=CC=C(C=C1)OC)=O (N-(5-Bromo-2-chloropyridin-3-yl)-4-methoxybenzamide), B(Br)(Br)Br (boron tribromide). Reaction conditions: time 8 hour. The product is BrC=1C=C(C(=NC1)Cl)NC(C1=CC=C(C=C1)O)=O (N-(5-Bromo-2-chloropyridin-3-yl)-4-hydroxybenzamide). Solvent: ClCCl (dichloromethane), C(C)(=O)OCC (ethyl acetate).